Dataset: the Open Reaction Database (ORD), a public repository of structured organic reaction records. Task: describe an organic reaction: reactants, conditions, products, and yield Reactants: S(=O)(=O)(C)Cl (Mesylchloride), N1=CC=CC=C1 (pyridine), COC1=CC=C(C=N1)C=1SC2=C(N1)C=CC(=C2)N (2-(6-methoxypyridin-3-yl)-1,3-benzothiazol-6-amine). The reagents and catalysts are CCCCCC (hexane). Solvent: C(Cl)Cl (DCM). Run at time 6 day. Yields the product COC1=CC=C(C=N1)C=1SC2=C(N1)C=CC(=C2)NS(=O)(=O)C (N-[2-(6-Methoxypyridin-3-yl)-1,3-benzothiazol-6-yl]methanesulfonamide). Isolated yield 70.2%. As a reaction SMILES: [S:1](Cl)([CH3:4])(=[O:3])=[O:2].N1C=CC=CC=1.[CH3:12][O:13][C:14]1[N:19]=[CH:18][C:17]([C:20]2[S:21][C:22]3[CH:28]=[C:27]([NH2:29])[CH:26]=[CH:25][C:23]=3[N:24]=2)=[CH:16][CH:15]=1>C(Cl)Cl.CCCCCC>[CH3:12][O:13][C:14]1[N:19]=[CH:18][C:17]([C:20]2[S:21][C:22]3[CH:28]=[C:27]([NH:29][S:1]([CH3:4])(=[O:3])=[O:2])[CH:26]=[CH:25][C:23]=3[N:24]=2)=[CH:16][CH:15]=1. Reported procedure: Mesylchloride (3 μL, 0.037 mmol) and pyridine (3 μL, 0.037 mmol) was added to a sol. 2-(6-methoxypyridin-3-yl)-1,3-benzothiazol-6-amine (9 mg, 0.034 mmol) in DCM (1 mL). The r.m. was stirred at r.t. for 6 days. A few drops of hexane was added and the precipitated solid was collected and dried in vacuo. The crude product was purified by flash column chromatography (20 to 100% ethyl acetate in heptane), to give the title compound (8 mg) as an off-white solid. 1H NMR δ 9.84 (s, 1H) 8.63 (d, 1H) 8.1...